From a dataset of the Open Reaction Database (ORD), a public repository of structured organic reaction records. describe an organic reaction: reactants, conditions, products, and yield The reactants are O (water), O=C1NC2=CC=CC=C2N=C1C(=O)OCC (ethyl 2-oxo-1,2-dihydroquinoxaline-3-carboxylate), IC (iodomethane), [H-].[Na+] (sodium hydride). Solvent: CN(C=O)C (N,N-dimethylformamide). Run at time 1 hour. The product is CN1C(C(=NC2=CC=CC=C12)C(=O)OCC)=O (ethyl 1-methyl-2-oxo-1,2-dihydroquinoxaline-3-carboxylate). Isolated yield 70.6%. As a reaction SMILES: [O:1]=[C:2]1[C:11]([C:12]([O:14][CH2:15][CH3:16])=[O:13])=[N:10][C:9]2[C:4](=[CH:5][CH:6]=[CH:7][CH:8]=2)[NH:3]1.[H-].[Na+].I[CH3:20].O>CN(C)C=O>[CH3:20][N:3]1[C:4]2[C:9](=[CH:8][CH:7]=[CH:6][CH:5]=2)[N:10]=[C:11]([C:12]([O:14][CH2:15][CH3:16])=[O:13])[C:2]1=[O:1] |f:1.2|. Procedure details: 4.0 g (18.3 mmol) of ethyl 2-oxo-1,2-dihydroquinoxaline-3-carboxylate was dissolved in N,N-dimethylformamide (100 mL), and under a nitrogen stream, 0.81 g (20.3 mmol) of 60% sodium hydride (oily) was added thereto, while maintaining the liquid temperature in the range of 5° C. to 10° C. After stirring the mixture for one hour at room temperature, 3.9 g (27.5 mmol) of iodomethane was added dropwise to the reaction solution. The mixture was stirred for a day at room temperature, and then the react... Procedure details: To a solution of 1-(N-(3-butenyl)pentafluorophenylsulfonamido)-4-methoxybenzene (410 mg, 1.01 mmol) in THF (6.5 mL) at −78° C. was added BH3. THF (1.00 mL of a 1 M solution in THF, 1.00 mmol). After stirring at −78° C. for 1 h and at 0° C. for 1 h, the reaction mixture was treated with H2O (20 ml) and sodium perborate (513 mg, 5.14 mmol). After stirring at rt for 2 h, the mixture was poured onto H2O (20 mL) and extracted with CH2Cl2 (3×15 mL). The combined organic extracts were washed with sat. ... The product is OCCCCN(S(=O)(=O)C1=C(C(=C(C(=C1F)F)F)F)F)C1=CC=C(C=C1)OC (1-(N-(4-hydroxybutyl)pentafluorophenylsulfonamido)-4-methoxybenzene). The yield is 62.8%. Run in C1CCOC1 (THF), C1CCOC1 (THF), C1CCOC1 (THF). Reactants: solution, C(CC=C)N(S(=O)(=O)C1=C(C(=C(C(=C1F)F)F)F)F)C1=CC=C(C=C1)OC (1-(N-(3-butenyl)pentafluorophenylsulfonamido)-4-methoxybenzene), O (H2O), B(=O)O[O-].[Na+] (sodium perborate). Reaction SMILES: [CH2:1]([N:5]([C:20]1[CH:25]=[CH:24][C:23]([O:26][CH3:27])=[CH:22][CH:21]=1)[S:6]([C:9]1[C:14]([F:15])=[C:13]([F:16])[C:12]([F:17])=[C:11]([F:18])[C:10]=1[F:19])(=[O:8])=[O:7])[CH2:2][CH:3]=[CH2:4].O.B(O[O-])=[O:30].[Na+]>C1COCC1>[OH:30][CH2:4][CH2:3][CH2:2][CH2:1][N:5]([C:20]1[CH:21]=[CH:22][C:23]([O:26][CH3:27])=[CH:24][CH:25]=1)[S:6]([C:9]1[C:10]([F:19])=[C:11]([F:18])[C:12]([F:17])=[C:13]([F:16])[C:14]=1[F:15])(=[O:7])=[O:8] |f:2.3|. Conditions: temperature 0 celsius, time 1 hour. The reactants are C=CCBr, Cc1cc(N2CCCC2)c2ccc(O)cc2n1. Product: C=CCOc1ccc2c(N3CCCC3)cc(C)nc2c1. As a reaction SMILES: [CH2:18]([CH:19]=[CH2:20])[Br:21].[CH3:1][c:2]1[n:3][c:4]2[cH:5][c:6]([OH:17])[cH:7][cH:8][c:9]2[c:10]([N:12]2[CH2:13][CH2:14][CH2:15][CH2:16]2)[cH:11]1>>[CH3:1][c:2]1[n:3][c:4]2[cH:5][c:6]([O:17][CH2:20][CH:19]=[CH2:18])[cH:7][cH:8][c:9]2[c:10]([N:12]2[CH2:13][CH2:14][CH2:15][CH2:16]2)[cH:11]1. The reactants are CNC(=O)C(NC(=O)C(CC(=O)OCc1ccccc1)n1ccc(-c2ccc(C#N)cc2)c1)C(C)(C)C, CO, CCOC(C)=O. Yields the product CNC(=O)C(NC(=O)C(CC(=O)O)n1ccc(-c2ccc(C#N)cc2)c1)C(C)(C)C. RXN SMILES: [CH2:1]([c:2]1[cH:3][cH:4][cH:5][cH:6][cH:7]1)[O:8][C:9]([CH2:10][CH:11]([C:12](=[O:13])[NH:14][CH:15]([C:16]([CH3:17])([CH3:18])[CH3:19])[C:20]([NH:21][CH3:22])=[O:23])[n:24]1[cH:25][c:26](-[c:29]2[cH:30][cH:31][c:32]([C:35]#[N:36])[cH:33][cH:34]2)[cH:27][cH:28]1)=[O:37].[CH3:38][OH:39].[CH3:40][CH2:41][O:42][C:43]([CH3:44])=[O:45]>>[O:8]=[C:9]([CH2:10][CH:11]([C:12](=[O:13])[NH:14][CH:15]([C:16]([CH3:17])([CH3:18])[CH3:19])[C:20]([NH:21][CH3:22])=[O:23])[n:24]1[cH:25][c:26](-[c:29]2[cH:30][cH:31][c:32]([C:35]#[N:36])[cH:33][cH:34]2)[cH:27][cH:28]1)[OH:37]. Starting materials: O=C(NC1CC(=O)c2ccccc2C1)OCc1ccccc1, CC[O-], CCOC(=O)CP(=O)(OCC)OCC, CCO, [Na+]. Yields the product CCOC(=O)C=C1CC(NC(=O)OCc2ccccc2)Cc2ccccc21. RXN SMILES: [CH2:19]([c:20]1[cH:21][cH:22][cH:23][cH:24][cH:25]1)[O:26][C:27](=[O:28])[NH:29][CH:30]1[CH2:31][C:32](=[O:40])[c:33]2[cH:34][cH:35][cH:36][cH:37][c:38]2[CH2:39]1.[CH3:16][CH2:17][O-:18].[CH3:1][CH2:2][O:3][C:4](=[O:5])[CH2:6][P:7]([O:8][CH2:9][CH3:10])([O:11][CH2:12][CH3:13])=[O:14].[CH3:41][CH2:42][OH:43].[Na+:15]>>[CH3:1][CH2:2][O:3][C:4](=[O:5])[CH:6]=[C:32]1[CH2:31][CH:30]([NH:29][C:27]([O:26][CH2:19][c:20]2[cH:21][cH:22][cH:23][cH:24][cH:25]2)=[O:28])[CH2:39][c:38]2[c:33]1[cH:34][cH:35][cH:36][cH:37]2. The reactants are ClCCl, O=C(O)CNC(=O)c1ccc(C2=NOC(c3cc(C(F)(F)F)cc(C(F)(F)F)c3)(C(F)(F)F)C2)c2ccccc12, NCC(F)(F)F. Yields the product O=C(CNC(=O)c1ccc(C2=NOC(c3cc(C(F)(F)F)cc(C(F)(F)F)c3)(C(F)(F)F)C2)c2ccccc12)NCC(F)(F)F. As a reaction SMILES: [Cl:47][CH2:48][Cl:49].[F:1][C:2]([c:3]1[cH:4][c:5]([C:13]2([C:35]([F:36])([F:37])[F:38])[CH2:14][C:15]([c:18]3[cH:19][cH:20][c:21]([C:28](=[O:29])[NH:30][CH2:31][C:32](=[O:33])[OH:34])[c:22]4[cH:23][cH:24][cH:25][cH:26][c:27]34)=[N:16][O:17]2)[cH:6][c:7]([C:9]([F:10])([F:11])[F:12])[cH:8]1)([F:39])[F:40].[F:41][C:42]([CH2:43][NH2:44])([F:45])[F:46]>>[F:1][C:2]([c:3]1[cH:4][c:5]([C:13]2([C:35]([F:36])([F:37])[F:38])[CH2:14][C:15]([c:18]3[cH:19][cH:20][c:21]([C:28](=[O:29])[NH:30][CH2:31][C:32](=[O:34])[NH:44][CH2:43][C:42]([F:41])([F:45])[F:46])[c:22]4[cH:23][cH:24][cH:25][cH:26][c:27]34)=[N:16][O:17]2)[cH:6][c:7]([C:9]([F:10])([F:11])[F:12])[cH:8]1)([F:39])[F:40]. Reported procedure: A mixture of (1S,4S)-2-oxa-5-azabicyclo[2.2.1]heptan-5-yl(7-iodo-5-methylpyrazolo[1,5-a]pyridin-3-yl)methanone (300 mg), 5-(4,4,5,5-tetramethyl-1,3,2-dioxaborolan-2-yl)-2-(triisopropylsilyl)oxazole (330 mg), tetrakis(triphenylphosphine)palladium(0) (90 mg) and 3N aqueous potassium carbonate solution (0.522 mL) in DME (3 mL) was stirred with microwave irradiation at 120° C. for 30 min. The reaction mixture was diluted with saturated aqueous ammonium chloride solution, and extracted with ethyl ace... As a reaction SMILES: [C@H:1]12[CH2:20][C@H:4]([N:5]([C:7]([C:9]3[CH:10]=[N:11][N:12]4[C:17](I)=[CH:16][C:15]([CH3:19])=[CH:14][C:13]=34)=[O:8])[CH2:6]1)[CH2:3][O:2]2.CC1(C)C(C)(C)OB([C:29]2[O:33][C:32]([Si:34]([CH:41]([CH3:43])[CH3:42])([CH:38]([CH3:40])[CH3:39])[CH:35]([CH3:37])[CH3:36])=[N:31][CH:30]=2)O1.C(=O)([O-])[O-].[K+].[K+]>COCCOC.[Cl-].[NH4+].C1C=CC([P]([Pd]([P](C2C=CC=CC=2)(C2C=CC=CC=2)C2C=CC=CC=2)([P](C2C=CC=CC=2)(C2C=CC=CC=2)C2C=CC=CC=2)[P](C2C=CC=CC=2)(C2C=CC=CC=2)C2C=CC=CC=2)(C2C=CC=CC=2)C2C=CC=CC=2)=CC=1>[CH3:19][C:15]1[CH:16]=[C:17]([C:29]2[O:33][C:32]([Si:34]([CH:38]([CH3:40])[CH3:39])([CH:41]([CH3:43])[CH3:42])[CH:35]([CH3:36])[CH3:37])=[N:31][CH:30]=2)[N:12]2[N:11]=[CH:10][C:9]([C:7]([N:5]3[CH2:6][C@@H:1]4[CH2:20][C@H:4]3[CH2:3][O:2]4)=[O:8])=[C:13]2[CH:14]=1 |f:2.3.4,6.7,^1:62,64,83,102|. Starting materials: [C@@H]12OC[C@@H](N(C1)C(=O)C=1C=NN3C1C=C(C=C3I)C)C2 ((1S,4S)-2-oxa-5-azabicyclo[2.2.1]heptan-5-yl(7-iodo-5-methylpyrazolo[1,5-a]pyridin-3-yl)methanone), CC1(OB(OC1(C)C)C1=CN=C(O1)[Si](C(C)C)(C(C)C)C(C)C)C (5-(4,4,5,5-tetramethyl-1,3,2-dioxaborolan-2-yl)-2-(triisopropylsilyl)oxazole), C([O-])([O-])=O.[K+].[K+] (potassium carbonate). Reagents/catalysts: C=1C=CC(=CC1)[P](C=2C=CC=CC2)(C=3C=CC=CC3)[Pd]([P](C=4C=CC=CC4)(C=5C=CC=CC5)C=6C=CC=CC6)([P](C=7C=CC=CC7)(C=8C=CC=CC8)C=9C=CC=CC9)[P](C=1C=CC=CC1)(C=1C=CC=CC1)C=1C=CC=CC1 (tetrakis(triphenylphosphine)palladium(0)). Conditions: temperature 120 celsius, time 30 minute. Run in COCCOC (DME), [Cl-].[NH4+] (ammonium chloride). Yields the product CC1=CC=2N(C(=C1)C1=CN=C(O1)[Si](C(C)C)(C(C)C)C(C)C)N=CC2C(=O)N2[C@@H]1CO[C@H](C2)C1 ((5-methyl-7-(2-(triisopropylsilyl)-1,3-oxazol-5-yl)pyrazolo[1,5-a]pyridin-3-yl)((1S,4S)-2-oxa-5-azabicyclo[2.2.1]hept-5-yl)methanone). The reactants are C(=O)(OC(C)(C)C)N([C@H](C)C(=O)O)C1=CC=C(C=C1)[N+](=O)[O-] (Nα -Boc-4-Nitrophenyl-D-alanine), [N+](=O)([O-])C1=CC=C(C=C1)N[C@@H](C)C(=O)O (4-nitrophenyl-L-alanine). Product: C(=O)(OC(C)(C)C)N([C@@H](C)C(=O)O)C1=CC=C(C=C1)[N+](=O)[O-] (Nα -Boc-4-Nitrophenyl-L-alanine). Isolated yield 86.0%. RXN SMILES: [C:1]([N:8]([C:14]1[CH:19]=[CH:18][C:17]([N+:20]([O-:22])=[O:21])=[CH:16][CH:15]=1)[C@@H:9]([C:11]([OH:13])=[O:12])[CH3:10])([O:3][C:4]([CH3:7])([CH3:6])[CH3:5])=[O:2].[N+](C1C=CC(N[C@H](C(O)=O)C)=CC=1)([O-])=O>>[C:1]([N:8]([C:14]1[CH:19]=[CH:18][C:17]([N+:20]([O-:22])=[O:21])=[CH:16][CH:15]=1)[C@H:9]([C:11]([OH:13])=[O:12])[CH3:10])([O:3][C:4]([CH3:7])([CH3:5])[CH3:6])=[O:2]. Reported procedure: The reaction described above for Nα -Boc-4-Nitrophenyl-D-alanine was repeated for the L-isomer. About 123 grams of 4-nitrophenyl-L-alanine was reacted as described and resulted in about 155 grams of Nα -Boc-4-Nitrophenyl-L-alanine (about 86% yield). [α]D =+7.1° (c=1.0 in MeOH).